This data is from the Open Reaction Database (ORD), a public repository of structured organic reaction records. The task is: describe an organic reaction: reactants, conditions, products, and yield The reactants are CCCCCCNC(=O)Nc1ccc(S(=O)(=O)Nc2ccc(N3CCC(=O)CC3)cc2)cc1, NCC(O)COc1ccc(O)c2c1CCC(=O)N2. Yields the product CCCCCCNC(=O)Nc1ccc(S(=O)(=O)Nc2ccc(N3CCC(NCC(O)COc4ccc(O)c5c4CCC(=O)N5)CC3)cc2)cc1. As a reaction SMILES: [CH2:1]([CH2:2][CH2:3][CH2:4][CH2:5][CH3:6])[NH:7][C:8]([NH:9][c:10]1[cH:11][cH:12][c:13]([S:16](=[O:17])(=[O:18])[NH:19][c:20]2[cH:21][cH:22][c:23]([N:26]3[CH2:27][CH2:28][C:29](=[O:32])[CH2:30][CH2:31]3)[cH:24][cH:25]2)[cH:14][cH:15]1)=[O:33].[NH2:34][CH2:35][CH:36]([CH2:37][O:38][c:39]1[c:40]2[c:45]([c:46]([OH:49])[cH:47][cH:48]1)[NH:44][C:43](=[O:50])[CH2:42][CH2:41]2)[OH:51]>>[CH2:1]([CH2:2][CH2:3][CH2:4][CH2:5][CH3:6])[NH:7][C:8]([NH:9][c:10]1[cH:11][cH:12][c:13]([S:16](=[O:17])(=[O:18])[NH:19][c:20]2[cH:21][cH:22][c:23]([N:26]3[CH2:27][CH2:28][CH:29]([NH:34][CH2:35][CH:36]([CH2:37][O:38][c:39]4[c:40]5[c:45]([c:46]([OH:49])[cH:47][cH:48]4)[NH:44][C:43](=[O:50])[CH2:42][CH2:41]5)[OH:51])[CH2:30][CH2:31]3)[cH:24][cH:25]2)[cH:14][cH:15]1)=[O:33]. Reactants: CO, Cl, CC(C)(C)OC(=O)N(CC(=O)C(C)(C)O)C(=O)OC(C)(C)C. The product is Cl, CC(C)(O)C(=O)CN. As a reaction SMILES: [CH3:24][OH:25].[ClH:1].[OH:2][C:3]([C:4]([CH2:5][N:6]([C:7]([O:8][C:9]([CH3:10])([CH3:11])[CH3:12])=[O:13])[C:14]([O:15][C:16]([CH3:17])([CH3:18])[CH3:19])=[O:20])=[O:21])([CH3:22])[CH3:23]>>[ClH:1].[OH:2][C:3]([C:4]([CH2:5][NH2:6])=[O:21])([CH3:22])[CH3:23]. Starting materials: C(CCC)[Li] (butyl lithium), C1(=CC=CC=C1)C1=C(C=CC(=C1)F)O (2-phenyl-4-fluorophenol), Cl[Ti](C1(C(=C(C(=C1C)C)C)C)C)(Cl)Cl (trichloro(pentamethylcyclopentadienyl)titanium (IV)). Solvent: C(C)OCC (diethylether), C(C)OCC (diethyl ether). Conditions: time 12 hour. The product is CC1=C(C(=C(C1(C)[Ti](OC1=C(C=C(C=C1)F)C1=CC=CC=C1)(C1(C(=C(C(=C1C)C)C)C)C)Cl)C)C)C (bis(pentamethylcyclopentadienyl)(2-phenyl-4-fluorophenoxy)titanium (IV) chloride). The yield is 85.0%. Reaction SMILES: [C:1]1([C:7]2[CH:12]=[C:11]([F:13])[CH:10]=[CH:9][C:8]=2[OH:14])[CH:6]=[CH:5][CH:4]=[CH:3][CH:2]=1.[CH2:15]([Li])[CH2:16][CH2:17][CH3:18].Cl[Ti:21]([Cl:33])(Cl)[C:22]1([CH3:31])[C:26]([CH3:27])=[C:25]([CH3:28])[C:24]([CH3:29])=[C:23]1[CH3:30]>C(OCC)C>[CH3:15][C:16]1[C:6]([Ti:21]([Cl:33])([C:22]2([CH3:31])[C:23]([CH3:30])=[C:24]([CH3:29])[C:25]([CH3:28])=[C:26]2[CH3:27])[O:14][C:8]2[CH:9]=[CH:10][C:11]([F:13])=[CH:12][C:7]=2[C:1]2[CH:2]=[CH:3][CH:4]=[CH:5][CH:6]=2)([CH3:5])[C:1]([CH3:7])=[C:2]([CH3:3])[C:17]=1[CH3:18]. Procedure: 1.90 g (10.09 mmol) of 2-phenyl-4-fluorophenol was dissolved in 80 ml of diethylether, and 4.8 ml of butyl lithium (2.5 M hexane solution) was slowly added dropwise thereto at 0° C. The mixture was allowed to react at room temperature for 5 hours, and then a solution of trichloro(pentamethylcyclopentadienyl)titanium (IV) (1.64 g, 5.5 mmol) in 10 ml of diethyl ether was slowly added dropwise thereto at −78° C. The reaction product was stirred at room temperature for 12 hours and filtered, and the...